Dataset: the Open Reaction Database (ORD), a public repository of structured organic reaction records. Task: describe an organic reaction: reactants, conditions, products, and yield Reactants: C(#N)C1=C(C=C(C=C1)B(O)O)F ((4-cyano-3-fluorophenyl)boronic acid), BrC1=CN(C2=CC(=CC=C12)S(=O)(=O)N(C1=NC=NS1)CC1=C(C=C(C=C1)OC)OC)C (3-bromo-N-(2,4-dimethoxybenzyl)-1-methyl-N-(1,2,4-thiadiazol-5-yl)-1H-indole-6-sulfonamide). The product is C(#N)C1=C(C=C(C=C1)C1=CN(C2=CC(=CC=C12)S(=O)(=O)NC1=NC=NS1)C)F (3-(4-cyano-3-fluorophenyl)-1-methyl-N-(1,2,4-thiadiazol-5-yl)-1H-indole-6-sulfonamide). RXN SMILES: [C:1]([C:3]1[CH:8]=[CH:7][C:6](B(O)O)=[CH:5][C:4]=1[F:12])#[N:2].Br[C:14]1[C:22]2[C:17](=[CH:18][C:19]([S:23]([N:26](CC3C=CC(OC)=CC=3OC)[C:27]3[S:31][N:30]=[CH:29][N:28]=3)(=[O:25])=[O:24])=[CH:20][CH:21]=2)[N:16]([CH3:43])[CH:15]=1>>[C:1]([C:3]1[CH:8]=[CH:7][C:6]([C:14]2[C:22]3[C:17](=[CH:18][C:19]([S:23]([NH:26][C:27]4[S:31][N:30]=[CH:29][N:28]=4)(=[O:24])=[O:25])=[CH:20][CH:21]=3)[N:16]([CH3:43])[CH:15]=2)=[CH:5][C:4]=1[F:12])#[N:2]. Reported procedure: The title compound was prepared in an analogous manner to that described in Example 28 using (4-cyano-3-fluorophenyl)boronic acid and 3-bromo-N-(2,4-dimethoxybenzyl)-1-methyl-N-(1,2,4-thiadiazol-5-yl)-1H-indole-6-sulfonamide, and the desired product, 3-(4-cyano-3-fluorophenyl)-1-methyl-N-(1,2,4-thiadiazol-5-yl)-1H-indole-6-sulfonamide, was isolated as an off-white solid. 1H NMR (500 MHz, DMSO-d6) δ ppm 3.92 (s, 3 H) 7.60 (dd, J=8.53, 1.55 Hz, 1 H) 7.73-7.80 (m, 2 H) 7.87-7.97 (m, 2 H) 8.02-8.10 ... Starting materials: CCC(=CCO)C1CCCCC1, ClCCl, [Na+], [Na+], [Na+], O=C([O-])O, O=S([O-])([O-])=S. The product is CCC(=CC=O)C1CCCCC1. As a reaction SMILES: [CH:1]1([C:7](=[CH:8][CH2:9][OH:10])[CH2:11][CH3:12])[CH2:2][CH2:3][CH2:4][CH2:5][CH2:6]1.[Cl:25][CH2:26][Cl:27].[Na+:17].[Na+:18].[Na+:19].[O-:13][C:14]([OH:15])=[O:16].[O-:20][S:21]([O-:22])(=[S:23])=[O:24]>>[CH:1]1([C:7](=[CH:8][CH:9]=[O:10])[CH2:11][CH3:12])[CH2:2][CH2:3][CH2:4][CH2:5][CH2:6]1. Conditions: time 5 minute. The solvent is C(Cl)Cl (DCM). Yield: 52.9%. The reactants are N[C@@H](CC(C)C)CO ((S)-(+)-leucinol), ClC=1C=C2C(=C(C(NC2=CC1)=O)C(=O)Cl)C1=CC=CC=C1 (6-chloro-2-oxo-4-phenyl-1,2-dihydro-quinoline-3-carboxylic acid chloride), C(Cl)(Cl)Cl (Chloroform). The product is OCC(CC(C)C)NC(=O)C=1C(NC2=CC=C(C=C2C1C1=CC=CC=C1)Cl)=O (6-chloro-2-oxo-4-phenyl-1,2-dihydro-quinoline-3-carboxylic acid (1-hydroxymethyl-3-methylbutyl)amide). As a reaction SMILES: [Cl:1][C:2]1[CH:3]=[C:4]2[C:9](=[CH:10][CH:11]=1)[NH:8][C:7](=[O:12])[C:6]([C:13](Cl)=[O:14])=[C:5]2[C:16]1[CH:21]=[CH:20][CH:19]=[CH:18][CH:17]=1.[NH2:22][C@H:23]([CH2:28][OH:29])[CH2:24][CH:25]([CH3:27])[CH3:26].C(Cl)(Cl)Cl>C(Cl)Cl>[OH:29][CH2:28][CH:23]([NH:22][C:13]([C:6]1[C:7](=[O:12])[NH:8][C:9]2[C:4]([C:5]=1[C:16]1[CH:21]=[CH:20][CH:19]=[CH:18][CH:17]=1)=[CH:3][C:2]([Cl:1])=[CH:11][CH:10]=2)=[O:14])[CH2:24][CH:25]([CH3:27])[CH3:26]. Procedure: To a stirring suspension of 6-chloro-2-oxo-4-phenyl-1,2-dihydro-quinoline-3-carboxylic acid chloride (29 mg, 0.09 mmol) in DCM (0.5 mL) was added (S)-(+)-leucinol (30 μL, 0.23 mmol). Within 5 min, the mixture became homogeneous and the reaction was complete as determined by LCMS. Chloroform (2 mL) was added, and the solution was extracted with IN HCl (4×1 mL) and water (2×1 mL). The chloroform layer was purified directly by flash chromatography eluting with chloroform, then chloroform/methanol (...